describe an organic reaction: reactants, conditions, products, and yield From a dataset of the Open Reaction Database (ORD), a public repository of structured organic reaction records. Product: COC(=O)Nc1nc2c[n+]([O-])c3cccnc3c2n1CC(C)C. Starting materials: COC(=O)Nc1nc2cnc3cccnc3c2n1CC(C)C, ClCCl, O=C(OO)c1cccc(Cl)c1. RXN SMILES: [CH3:12][CH:13]([CH2:14][n:15]1[c:16]([NH:28][C:29]([O:30][CH3:31])=[O:32])[n:17][c:18]2[cH:19][n:20][c:21]3[cH:22][cH:23][cH:24][n:25][c:26]3[c:27]12)[CH3:33].[Cl:34][CH2:35][Cl:36].[OH:1][O:2][C:3]([c:4]1[cH:5][c:6]([Cl:7])[cH:8][cH:9][cH:10]1)=[O:11]>>[O-:1][n+:20]1[cH:19][c:18]2[n:17][c:16]([NH:28][C:29]([O:30][CH3:31])=[O:32])[n:15]([CH2:14][CH:13]([CH3:12])[CH3:33])[c:27]2[c:26]2[c:21]1[cH:22][cH:23][cH:24][n:25]2.